The task is: describe an organic reaction: reactants, conditions, products, and yield. This data is from the Open Reaction Database (ORD), a public repository of structured organic reaction records. Starting materials: N=1NC(C(C=C2C1C=CC=C2)=O)=O (benzodiazepine-dione), N=1C(N=C2C1C=CC=C2)=O (benzimidazolone), imidoyl chloride, P(=O)(Cl)(Cl)Cl (phosphorous oxychloride). Yields the product N1N=CC=CC2=C1C=CC=C2 (benzodiazepine). Procedure: The title compound was prepared according to the procedures shown in the scheme below. Compound 5-chloroisatoic anhydride (A) was reacted with (R)-2-chlorophenylalanine to provide benzodiazepine-dione B based on procedures described in, for instance, Example 2. Reaction of benzodiazepine-dione B with para-methoxybenzyl chloride in the presence of base, according to procedures described in, for instance, Example 3, provided PMB-protected benzodiazepine-dione C. Conversion of benzodiazepine-dione ... RXN SMILES: [N:1]1[NH:2][C:3](=O)[C:4](=O)[CH:5]=[C:6]2[CH:11]=[CH:10][CH:9]=[CH:8][C:7]=12.P(Cl)(Cl)(Cl)=O.N1C(=O)N=C2C=CC=CC=12>>[NH:1]1[C:7]2[CH:8]=[CH:9][CH:10]=[CH:11][C:6]=2[CH:5]=[CH:4][CH:3]=[N:2]1. Starting materials: C(C1=CC=CC=C1)(C1=CC=CC=C1)[C@H]1OC[C@@H]2O[C@@H]2C1 ((1S, 4S, 6R)-4-benzhydryl-3,7-dioxa-bicyclo[4.1.0]-heptane), [H-].[H-].[H-].[H-].[Li+].[Al+3] (LiAlH4). Solvent: CCCCC (pentane), CCCCC (pentane). Run at time 20 hour. Yields the product C(C1=CC=CC=C1)(C1=CC=CC=C1)[C@@H]1CC[C@H](CO1)O ((3R, 6S)-6-benzhydryl-tetrahydropyran-3-ol). As a reaction SMILES: [CH:1]([C@@H:14]1[CH2:20][C@@H:19]2[C@@H:17]([O:18]2)[CH2:16][O:15]1)([C:8]1[CH:13]=[CH:12][CH:11]=[CH:10][CH:9]=1)[C:2]1[CH:7]=[CH:6][CH:5]=[CH:4][CH:3]=1.[H-].[H-].[H-].[H-].[Li+].[Al+3]>CCCCC>[CH:1]([C@H:14]1[O:15][CH2:16][C@H:17]([OH:18])[CH2:19][CH2:20]1)([C:8]1[CH:13]=[CH:12][CH:11]=[CH:10][CH:9]=1)[C:2]1[CH:3]=[CH:4][CH:5]=[CH:6][CH:7]=1 |f:1.2.3.4.5.6|. Procedure: (1S, 4S, 6R)-4-benzhydryl-3,7-dioxa-bicyclo[4.1.0]-heptane 28a (0.3 g, 1.13 mmol) in dry pentane (10 ml) was added to a suspension of LiAlH4 (0.21 g, 5.64 mmol) in dry pentane (20 ml). The resulting reaction mixture was stirred under N2 for 20 hr at room temperature, and then quenched with 10% NaOH, diluted with ethyl acetate (30 ml), and the precipitate removed by filtration. The organic phase was washed with brine and dried over anhydrous Na2SO4. Removal of solvent followed by flash chromatogr... Reactants: C(Cl)Cl (CH2Cl2), C1(=CC=CC=C1)C#C (phenylacetylene), COC=1C=C(C=CC1OC)CCN(C(CCC1=C(C=CC(=C1)OC)I)C)C (N-[2-(3,4-dimethoxyphenyl)ethyl]-2-iodo-5-methoxy-N,alphadimethylbenzenepropanamine), C(CCC)[Li] (butyllithium), CCCCCC (hexane). The reagents and catalysts are [Cl-].[Cl-].[Zn+2] (ZnCl2), C=1C=CC(=CC1)[P](C=2C=CC=CC2)(C=3C=CC=CC3)[Pd]([P](C=4C=CC=CC4)(C=5C=CC=CC5)C=6C=CC=CC6)([P](C=7C=CC=CC7)(C=8C=CC=CC8)C=9C=CC=CC9)[P](C=1C=CC=CC1)(C=1C=CC=CC1)C=1C=CC=CC1 (tetrakis(triphenylphosphine)palladium). Run in C1CCOC1 (THF), C1CCOC1 (THF). Conditions: time 15 minute. The product is Cl.COC=1C=C(C=CC1OC)CCN(C(CCC1=C(C=CC(=C1)OC)C#CC1=CC=CC=C1)C)C (N-[2-(3,4-dimethoxyphenyl)ethyl]-5-methoxy-N,alphadimethyl-2-(phenyl)ethynyl benzenepropanamine hydrochloride). Yield: 33.0%. Reaction SMILES: [C:1]1([C:7]#[CH:8])[CH:6]=[CH:5][CH:4]=[CH:3][CH:2]=1.C([Li])CCC.CCCCCC.[CH3:20][O:21][C:22]1[CH:23]=[C:24]([CH2:30][CH2:31][N:32]([CH3:46])[CH:33]([CH3:45])[CH2:34][CH2:35][C:36]2[CH:41]=[C:40]([O:42][CH3:43])[CH:39]=[CH:38][C:37]=2I)[CH:25]=[CH:26][C:27]=1[O:28][CH3:29].C(Cl)[Cl:48]>C1COCC1.[Cl-].[Cl-].[Zn+2].C1C=CC([P]([Pd]([P](C2C=CC=CC=2)(C2C=CC=CC=2)C2C=CC=CC=2)([P](C2C=CC=CC=2)(C2C=CC=CC=2)C2C=CC=CC=2)[P](C2C=CC=CC=2)(C2C=CC=CC=2)C2C=CC=CC=2)(C2C=CC=CC=2)C2C=CC=CC=2)=CC=1>[ClH:48].[CH3:20][O:21][C:22]1[CH:23]=[C:24]([CH2:30][CH2:31][N:32]([CH3:46])[CH:33]([CH3:45])[CH2:34][CH2:35][C:36]2[CH:41]=[C:40]([O:42][CH3:43])[CH:39]=[CH:38][C:37]=2[C:8]#[C:7][C:1]2[CH:6]=[CH:5][CH:4]=[CH:3][CH:2]=2)[CH:25]=[CH:26][C:27]=1[O:28][CH3:29] |f:6.7.8,10.11,^1:61,63,82,101|. Reported procedure: A solution of 4.55 ml (41.4 mmole) of phenylacetylene in 40 ml of dry THF was cooled to 0° and 21.4 ml of 1.9M butyllithium in hexane (41.4 mmole) was added. The resulting solution was stirred for 15 minutes under N2 then transferred to a flask containing 5.53 g (40.6 mmole) of dry ZnCl2. The mixture was stirred 15 minutes at 0° and a solution of 16.33 g (33.8 mmole) of N-[2-(3,4-dimethoxyphenyl)ethyl]-2-iodo-5-methoxy-N,alphadimethylbenzenepropanamine and 0.78 g (0.68 mmoles) of tetrakis(triphe... Starting materials: ClC=1C=C2C(=CN1)OC1(CC3(CCN(CC3)C(=O)OC(C)(C)C)C1)C2 (5-chloro-1″-tert-butoxycarbonyl-dispiro[2,3-dihydrofuro[2,3-c]pyridine-2,1′-cyclobutane-3′,4″-piperidine]), CSC1=CC=C(C=C1)B(O)O (4-methylsulfanyl-phenylboronic acid). The product is CSC1=CC=C(C=C1)C=1C=C2C(=CN1)OC1(CC3(CCN(CC3)C(=O)OC(C)(C)C)C1)C2 (5-(4-Methylsulfanyl-phenyl)-1″-tert-butoxycarbonyl-dispiro[2,3-dihydrofuro[2,3-c]pyridine-2,1′-cyclobutane-3′,4″-piperidine]). RXN SMILES: Cl[C:2]1[CH:3]=[C:4]2[CH2:25][C:9]3([CH2:24][C:11]4([CH2:16][CH2:15][N:14]([C:17]([O:19][C:20]([CH3:23])([CH3:22])[CH3:21])=[O:18])[CH2:13][CH2:12]4)[CH2:10]3)[O:8][C:5]2=[CH:6][N:7]=1.[CH3:26][S:27][C:28]1[CH:33]=[CH:32][C:31](B(O)O)=[CH:30][CH:29]=1>>[CH3:26][S:27][C:28]1[CH:33]=[CH:32][C:31]([C:2]2[CH:3]=[C:4]3[CH2:25][C:9]4([CH2:24][C:11]5([CH2:16][CH2:15][N:14]([C:17]([O:19][C:20]([CH3:23])([CH3:22])[CH3:21])=[O:18])[CH2:13][CH2:12]5)[CH2:10]4)[O:8][C:5]3=[CH:6][N:7]=2)=[CH:30][CH:29]=1. Procedure: The title compound is prepared from 5-chloro-1″-tert-butoxycarbonyl-dispiro[2,3-dihydrofuro[2,3-c]pyridine-2,1′-cyclobutane-3′,4″-piperidine] and 4-methylsulfanyl-phenylboronic acid following a procedure analogous to that described for Example 2; PdCl2[1,1′-bis(diphenylphosphino)-ferrocene]*CH2Cl2 complex is used as catalyst source. LC (method 3): tR=1.04 min; Mass spectrum (ESI+): m/z=453 [M+H]+. Reactants: BrC=1C=CC(=NC1)O (5-bromo-2-hydroxypyridine), O1CCC(CC1)O (tetrahydro-4H-pyran-4-ol). The product is BrC=1C=CC(=NC1)OC1CCOCC1 (5-Bromo-2-(tetrahydro-pyran-4-yloxy)-pyridine). Reaction SMILES: [Br:1][C:2]1[CH:3]=[CH:4][C:5]([OH:8])=[N:6][CH:7]=1.[O:9]1[CH2:14][CH2:13][CH:12](O)[CH2:11][CH2:10]1>>[Br:1][C:2]1[CH:3]=[CH:4][C:5]([O:8][CH:12]2[CH2:13][CH2:14][O:9][CH2:10][CH2:11]2)=[N:6][CH:7]=1. Procedure: The title compound was prepared from 5-bromo-2-hydroxypyridine and tetrahydro-4H-pyran-4-ol in analogy to Example 9c): colorless solid.